Dataset: the Open Reaction Database (ORD), a public repository of structured organic reaction records. Task: describe an organic reaction: reactants, conditions, products, and yield Starting materials: hydrochloride salt, ClC1=CC=C(C=C1)N=C=O (p-chlorophenylisocvanate), N=C1N(CCCC1)C (2-imino-1-methylpiperidine). Solvent: C1=CC=CC=C1 (benzene), C1=CC=CC=C1 (benzene). Run at time 6 hour. Product: ClC1=CC=C(C=C1)NC(=O)N=C1N(CCCC1)C (1-(4-chlorophenyl)- 3-(1-methyl-2-piperidylidene)urea). Reaction SMILES: [NH:1]=[C:2]1[CH2:7][CH2:6][CH2:5][CH2:4][N:3]1[CH3:8].[Cl:9][C:10]1[CH:15]=[CH:14][C:13]([N:16]=[C:17]=[O:18])=[CH:12][CH:11]=1>C1C=CC=CC=1>[Cl:9][C:10]1[CH:15]=[CH:14][C:13]([NH:16][C:17]([N:1]=[C:2]2[CH2:7][CH2:6][CH2:5][CH2:4][N:3]2[CH3:8])=[O:18])=[CH:12][CH:11]=1. Reported procedure: The hydrochloride salt of 2-imino-1-methylpiperidine (7.43 g.; 0.05 mole) is converted to the free base in benzene in the usual manner. After drying over K 2 CO 3 and filtering, a benzene solution of 0.05 mole of p-chlorophenylisocvanate is added dropwise with stirring. After addition is complete, further stirring is continued for about 6 hours at room temperature. The benzene is evaporated in vacuo and the solid residue is recrystallized from methanol to give the product, 1-(4-chlorophenyl)- 3-... Reactants: C1CCOC1, COB1OC(C)(C)C(C)(C)O1, CC(C)[Mg+], [Cl-], CCOC(=O)C1CCC(n2cc(I)c(C)n2)CC1. Yields the product CCOC(=O)C1CCC(n2cc(B3OC(C)(C)C(C)(C)O3)c(C)n2)CC1. Reaction SMILES: [CH2:19]1[O:20][CH2:21][CH2:22][CH2:23]1.[CH3:29][O:30][B:31]1[O:32][C:33]([CH3:38])([CH3:39])[C:34]([CH3:36])([CH3:37])[O:35]1.[CH:25]([Mg+:26])([CH3:27])[CH3:28].[Cl-:24].[I:1][c:2]1[c:3]([CH3:18])[n:4][n:5]([CH:7]2[CH2:8][CH2:9][CH:10]([C:13](=[O:14])[O:15][CH2:16][CH3:17])[CH2:11][CH2:12]2)[cH:6]1>>[c:2]1([B:31]2[O:32][C:33]([CH3:38])([CH3:39])[C:34]([CH3:36])([CH3:37])[O:35]2)[c:3]([CH3:18])[n:4][n:5]([CH:7]2[CH2:8][CH2:9][CH:10]([C:13](=[O:14])[O:15][CH2:16][CH3:17])[CH2:11][CH2:12]2)[cH:6]1. Reactants: C(CC)N(C1CC2=C(C=CC=C2CC1)CN)CCC (2-Dipropylamino-8-aminomethyl-1,2,3,4-tetrahydronaphthalene), Cl (hydrogen chloride). Run in CCOCC (ether). Yields the product Cl.C(CC)N(C1CC2=C(C=CC=C2CC1)CN)CCC (2-Dipropylamino-8-aminomethyl-1,2,3,4-tetrahydronaphthalene hydrochloride). Reaction SMILES: [CH2:1]([N:4]([CH2:17][CH2:18][CH3:19])[CH:5]1[CH2:14][CH2:13][C:12]2[C:7](=[C:8]([CH2:15][NH2:16])[CH:9]=[CH:10][CH:11]=2)[CH2:6]1)[CH2:2][CH3:3].[ClH:20]>CCOCC>[ClH:20].[CH2:17]([N:4]([CH2:1][CH2:2][CH3:3])[CH:5]1[CH2:14][CH2:13][C:12]2[C:7](=[C:8]([CH2:15][NH2:16])[CH:9]=[CH:10][CH:11]=2)[CH2:6]1)[CH2:18][CH3:19] |f:3.4|. Procedure: The compound of Example 12 was dissolved in ether. By dropwise addition of ethereal hydrogen chloride solution, the hydrochloride was precipitated and was then filtered off under suction and dried in vacuo at room temperature.